This data is from the Open Reaction Database (ORD), a public repository of structured organic reaction records. The task is: describe an organic reaction: reactants, conditions, products, and yield The reactants are N[C@@H]1CC[C@H](CC1)NC(=O)C1=CNC2=C1N=CN=C2C2=C(C=CC=1OCOC12)OCCOC (trans-4-[5-(2-methoxy-ethoxy)-benzo[1,3]dioxol-4-yl]-5H-pyrrolo[3,2-d]pyrimidine-7-carboxylic acid (4-amino-cyclohexyl)-amide), C(C)(=O)Cl (acetyl chloride). Yields the product C(C)(=O)N[C@@H]1CC[C@H](CC1)NC(=O)C1=CNC2=C1N=CN=C2C2=C(C=CC=1OCOC12)OCCOC (trans-4-[5-(2-Methoxy-ethoxy)-benzo[1,3]dioxol-4-yl]-5H-pyrrolo[3,2-d]pyrimidine-7-carboxylic acid (4-acetylamino-cyclohexyl)-amide). As a reaction SMILES: [NH2:1][C@H:2]1[CH2:7][CH2:6][C@H:5]([NH:8][C:9]([C:11]2[C:15]3[N:16]=[CH:17][N:18]=[C:19]([C:20]4[C:28]5[O:27][CH2:26][O:25][C:24]=5[CH:23]=[CH:22][C:21]=4[O:29][CH2:30][CH2:31][O:32][CH3:33])[C:14]=3[NH:13][CH:12]=2)=[O:10])[CH2:4][CH2:3]1.[C:34](Cl)(=[O:36])[CH3:35]>>[C:34]([NH:1][C@H:2]1[CH2:3][CH2:4][C@H:5]([NH:8][C:9]([C:11]2[C:15]3[N:16]=[CH:17][N:18]=[C:19]([C:20]4[C:28]5[O:27][CH2:26][O:25][C:24]=5[CH:23]=[CH:22][C:21]=4[O:29][CH2:30][CH2:31][O:32][CH3:33])[C:14]=3[NH:13][CH:12]=2)=[O:10])[CH2:6][CH2:7]1)(=[O:36])[CH3:35]. Procedure details: Starting from trans-4-[5-(2-methoxy-ethoxy)-benzo[1,3]dioxol-4-yl]-5H-pyrrolo[3,2-d]pyrimidine-7-carboxylic acid (4-amino-cyclohexyl)-amide (example A185) and acetyl chloride the title compound was obtained as colorless solid.